Dataset: the Open Reaction Database (ORD), a public repository of structured organic reaction records. Task: describe an organic reaction: reactants, conditions, products, and yield Reactants: C(C1=CN=CC=C1)(=O)O (Nicotinic acid), CCOC(=O)C1=C(NC(=C(C1C=2C=CC=CC2Cl)C(=O)OC)C)COCCN (amlodipine), CCOC(=O)C1=C(NC(=C(C1C2=CC=CC=C2Cl)C(=O)OC)C)COCCN (Amlodipine free base). Run in C(C)O (ethanol). Reaction conditions: temperature 0 celsius. Yields the product CCOC(=O)C1=C(NC(=C(C1C=2C=CC=CC2Cl)C(=O)OC)C)COCCN.C(C1=CN=CC=C1)(=O)[O-] (amlodipine nicotinate). Isolated yield 85.0%. RXN SMILES: [CH3:1][CH2:2][O:3][C:4]([C:6]1[CH:11]([C:12]2[C:17]([Cl:18])=[CH:16][CH:15]=[CH:14][CH:13]=2)[C:10]([C:19]([O:21][CH3:22])=[O:20])=[C:9]([CH3:23])[NH:8][C:7]=1[CH2:24][O:25][CH2:26][CH2:27][NH2:28])=[O:5].[C:29]([OH:37])(=[O:36])[C:30]1[CH:35]=[CH:34][CH:33]=[N:32][CH:31]=1>C(O)C>[CH3:1][CH2:2][O:3][C:4]([C:6]1[CH:11]([C:12]2[CH:13]=[CH:14][CH:15]=[CH:16][C:17]=2[Cl:18])[C:10]([C:19]([O:21][CH3:22])=[O:20])=[C:9]([CH3:23])[NH:8][C:7]=1[CH2:24][O:25][CH2:26][CH2:27][NH2:28])=[O:5].[C:29]([O-:37])(=[O:36])[C:30]1[CH:35]=[CH:34][CH:33]=[N:32][CH:31]=1 |f:3.4|. Procedure: Amlodipine free base (4.09 g) was added to 40 mL of ethanol. The mixture was heated at reflux and stirred until the solid was completely dissolved. Nicotinic acid (1.23 g) was added to the amlodipine solution and then the mixture was slowly cooled down to 0° C. within one hour. The solids formed were isolated by filtration, washed with ethyl acetate and dried under reduced pressure to yield 4.51 g of amlodipine nicotinate. Reactants: C1CCOC1, COCc1ccc(C(=O)OC)c(N)n1, CO, CC(=O)O, [Li+], [OH-], O, O. The product is COCc1ccc(C(=O)O)c(N)n1. As a reaction SMILES: [CH2:15]1[O:16][CH2:17][CH2:18][CH2:19]1.[CH3:1][O:2][C:3]([c:4]1[c:5]([NH2:13])[n:6][c:7]([CH2:10][O:11][CH3:12])[cH:8][cH:9]1)=[O:14].[CH3:20][OH:21].[CH3:25][C:26](=[O:27])[OH:28].[Li+:24].[OH-:23].[OH2:22].[OH2:29]>>[O:2]=[C:3]([c:4]1[c:5]([NH2:13])[n:6][c:7]([CH2:10][O:11][CH3:12])[cH:8][cH:9]1)[OH:14]. Starting materials: NC1=CC=C(C=C1)CC(=O)O (4-aminophenylacetic acid), N(=O)[O-].[Na+] (sodium nitrite), [Sn](Cl)Cl (tin(II)-chloride), C([O-])([O-])=O.[Na+].[Na+] (sodium carbonate). Solvent: Cl (hydrochloric acid), O (water), Cl (hydrochloric acid), O (water). Conditions: temperature 0 celsius, time 0.1 hour. Yields the product Cl.N(N)C1=CC=C(C=C1)CC(=O)O ((4-HYDRAZINO-PHENYL)-ACETIC ACID HYDROCHLORIDE). Reaction SMILES: [NH2:1][C:2]1[CH:7]=[CH:6][C:5]([CH2:8][C:9]([OH:11])=[O:10])=[CH:4][CH:3]=1.C(=O)([O-])[O-].[Na+].[Na+].[N:18]([O-])=O.[Na+].[Sn](Cl)[Cl:23]>O.Cl>[ClH:23].[NH:1]([C:2]1[CH:3]=[CH:4][C:5]([CH2:8][C:9]([OH:11])=[O:10])=[CH:6][CH:7]=1)[NH2:18] |f:1.2.3,4.5,9.10|. Procedure details: 15.1 g (10.0 mmol) 4-aminophenylacetic acid are placed in a solution of 10.6 g (10.0 mmol) sodium carbonate in 100 ml of water. The mixture is cooled to 0° C., then 6.9 g (10.0 mmol) sodium nitrite in 50 ml of water are added. This mixture is added dropwise to 100 ml of conc. hydrochloric acid while being cooled, then stirred for 0.1 hours. 45.1 g (20.0 mmol) tin(II)-chloride in 40 ml of conc. hydrochloric acid are added dropwise with vigorous stirring, during which time a precipitate is formed.... Starting materials: C([C@@H]([C@@H]1C(=C(C(=O)O1)O)O)O)O (ester C), ClC(C#C)C (3-chloro-1-butyne), C[Si](OC(=CC(C)C)OCC)(C)C (1-trimethylsilyloxy-1-ethoxy-3-methylbutene), ketene acetal. The reagents and catalysts are [Cl-].[Zn+2].[Cl-] (zinc chloride). Solvent: C(Cl)Cl (methylene chloride), C(Cl)Cl (methylene chloride). Run at time 48 hour. Yields the product C(C)(C)C(C(=O)OCC)C(C#C)C (ethyl 2-isopropyl-3-methyl-4-pentynoate). Isolated yield 33.3%. RXN SMILES: Cl[CH:2]([CH3:5])[C:3]#[CH:4].C[Si](C)(C)[O:8][C:9]([O:14][CH2:15][CH3:16])=[CH:10][CH:11]([CH3:13])[CH3:12].C(O)[C@H](O)[C@H]1OC(=O)C(O)=C1O>C(Cl)Cl.[Cl-].[Zn+2].[Cl-]>[CH:11]([CH:10]([CH:3]([CH3:4])[C:2]#[CH:5])[C:9]([O:14][CH2:15][CH3:16])=[O:8])([CH3:13])[CH3:12] |f:4.5.6|. Reported procedure: A 250 milliliter flask was equipped with a magnetic stirrer, reflux condenser and nitrogen inlet. The flask was dried with external heat and then charged with 19.92 grams (0.22 mol) of 3-chloro-1-butyne, 30.49 grams (0.15 mol) of 1-trimethylsilyloxy-1-ethoxy-3-methylbutene prepared in Part A, 100 milliliters of dry methylene chloride, and 0.5 grams of anhydrous zinc chloride. The reaction mixture was stirred at room temperature and monitored by infrared for 48 hours. The disappearance of the ket...